Dataset: the Open Reaction Database (ORD), a public repository of structured organic reaction records. Task: describe an organic reaction: reactants, conditions, products, and yield Reactants: CC(C)(C)OC(=O)N1CCC(c2cncc3ccccc23)CC1, ClCCl, [Na+], [OH-], O=C(O)C(F)(F)F. As a reaction SMILES: [C:1]([O:2][C:3](=[O:4])[N:8]1[CH2:9][CH2:10][CH:11]([c:14]2[cH:15][n:16][cH:17][c:18]3[cH:19][cH:20][cH:21][cH:22][c:23]23)[CH2:12][CH2:13]1)([CH3:5])([CH3:6])[CH3:7].[Cl:31][CH2:32][Cl:33].[Na+:35].[OH-:34].[OH:24][C:25]([C:26]([F:27])([F:28])[F:29])=[O:30]>>[NH:8]1[CH2:9][CH2:10][CH:11]([c:14]2[cH:15][n:16][cH:17][c:18]3[cH:19][cH:20][cH:21][cH:22][c:23]23)[CH2:12][CH2:13]1. Product: c1ccc2c(C3CCNCC3)cncc2c1. The reactants are BrCC(=O)C=1SC2=C(C1C)C=CC=C2 (2-Bromoacetyl-3-methyl-benzothiophene), C1N2CN3CN1CN(C2)C3 (hexamethylenetetramine), ClC(Cl)Cl (trichloromethane), C(C)OCC (diethylether). Conditions: time 3 hour. Product: Cl.NCC(=O)C1=C(C2=C(S1)C=CC=C2)C (2-amino-1-(3-methyl-benzo[b]thiophen-2-yl)-ethanone hydrochloride). Yield: 93.0%. RXN SMILES: Br[CH2:2][C:3]([C:5]1[S:6][C:7]2[CH:14]=[CH:13][CH:12]=[CH:11][C:8]=2[C:9]=1[CH3:10])=[O:4].C1N2CN3CN(C2)C[N:16]1C3.C(OCC)C.[Cl:30]C(Cl)Cl>>[ClH:30].[NH2:16][CH2:2][C:3]([C:5]1[S:6][C:7]2[CH:14]=[CH:13][CH:12]=[CH:11][C:8]=2[C:9]=1[CH3:10])=[O:4] |f:4.5|. Procedure details: 1.11 g 2-Bromoacetyl-3-methyl-benzothiophene and 0.56 g hexamethylenetetramine in 20 ml trichloromethane were stirred at room temperature for 16 hours. After addition of 15 ml diethylether the mixture was filtered. The solid residue was stirred at room temperature for 3 hours in a mixture of 15 ml methanol and 1.9 ml concentrated hydrochloric acid. The solvents were distilled off and the residue recrystallized from water to yield 0.90 g (93%) 2-amino-1-(3-methyl-benzo[b]thiophen-2-yl)-ethanone h... Conditions: temperature 5 celsius, time 1.5 hour. The solvent is ClCCl (Dichloromethane), ClCCl (dichloromethane), ClCCl (dichloromethane). Product: BrC1=CC=C(C=C1)C(N1C(OC(CC1)(C1=CC=CC=C1)CC1(OC1)C)=O)C1CC1 (3-[(4-Bromo-phenyl)-cyclopropyl-methyl]-6-(2-methyl-oxiranylmethyl)-6-phenyl-[1,3]oxazinan-2-one). RXN SMILES: [Br:1][C:2]1[CH:7]=[CH:6][C:5]([CH:8]([CH:26]2[CH2:28][CH2:27]2)[N:9]2[CH2:14][CH2:13][C:12]([CH2:21][C:22]([CH3:24])=[CH2:23])([C:15]3[CH:20]=[CH:19][CH:18]=[CH:17][CH:16]=3)[O:11][C:10]2=[O:25])=[CH:4][CH:3]=1.ClC1C=C(C=CC=1)C(OO)=[O:34].[O-]S([O-])(=S)=O.[Na+].[Na+].C([O-])(O)=O.[Na+]>ClCCl>[Br:1][C:2]1[CH:3]=[CH:4][C:5]([CH:8]([CH:26]2[CH2:28][CH2:27]2)[N:9]2[CH2:14][CH2:13][C:12]([CH2:21][C:22]3([CH3:24])[CH2:23][O:34]3)([C:15]3[CH:16]=[CH:17][CH:18]=[CH:19][CH:20]=3)[O:11][C:10]2=[O:25])=[CH:6][CH:7]=1 |f:2.3.4,5.6|. Reactants: ClC=1C=C(C(=O)OO)C=CC1 (3-chloroperoxybenzoic acid), BrC1=CC=C(C=C1)C(N1C(OC(CC1)(C1=CC=CC=C1)CC(=C)C)=O)C1CC1 (3-[(4-Bromo-phenyl)-cyclopropyl-methyl]-6-(2-methyl-allyl)-6-phenyl-[1,3]oxazinan-2-one), [O-]S(=O)(=S)[O-].[Na+].[Na+] (Na2S2O3), C(=O)(O)[O-].[Na+] (NaHCO3), ClC=1C=C(C(=O)OO)C=CC1 (3-chloroperoxybenzoic acid). Procedure details: 3-[(4-Bromo-phenyl)-cyclopropyl-methyl]-6-(2-methyl-allyl)-6-phenyl-[1,3]oxazinan-2-one (diastereomer 2 from Step 3; 1.60 g) dissolved in dichloromethane (15 mL) was added to a solution of 3-chloroperoxybenzoic acid (77%, 0.94 g) in dichloromethane (15 mL) cooled to 5° C. The solution was stirred at room temperature for 3 h, before another portion of 3-chloroperoxybenzoic acid (77%, 0.13 g) was added. After stirring the solution at room temperature for another 1.5 h, aqueous 10% Na2S2O3 solution... The reactants are Cl (hydrochloric acid), resultant mixture, C1(CCCCC1)COC(=O)N[C@H](C(=O)N[C@H]([C@H](O)C=1C(C1C1=CC=CC=C1)=O)C(C)C)CC(C)C (2-[(1R, 2S)-2-{(S)-2-cyclohexylmethoxycarbonylamino-4-methylvalerylamino}-1-hydroxy-3-methylbutyl]-3-phenylcyclopropenone), C(C)(=O)Cl (acetyl chloride). The product is C(C)(=O)O[C@@H]([C@H](C(C)C)NC([C@H](CC(C)C)NC(=O)OCC1CCCCC1)=O)C=1C(C1C1=CC=CC=C1)=O (2-[(1R,2S)-1-acetoxy-2-{(S)-2-cyclohexylmethoxycarbonylamino-4-methylvalerylamino}-3methylbutyl]-3-phenylcyclopropenone). Reported procedure: To 5 ml of a methylene chloride solution of 149 mg of 2-[(1R,2S)-2-{(S)-2-cyclohexylmethoxycarbonylamino-4-methylvalerylamino}-1-hydroxy-3-methylbutyl]-3-phenylcyclopropenone obtained in Example 2 were added 81 mg of acetyl chloride and 102 mg of triethylamine. The resultant mixture was stirred at room temperature for 3 hours, mixed with diluted hydrochloric acid and shaken with methylene chloride. The organic layer was washed with water, saturated aqueous sodium bicarbonate and saturated brine ... Isolated yield 45.1%. Run in C(Cl)Cl (methylene chloride), C(C)N(CC)CC (triethylamine), C(Cl)Cl (methylene chloride). As a reaction SMILES: [CH:1]1([CH2:7][O:8][C:9]([NH:11][C@@H:12]([CH2:32][CH:33]([CH3:35])[CH3:34])[C:13]([NH:15][C@@H:16]([CH:29]([CH3:31])[CH3:30])[C@@H:17]([C:19]2[C:20](=[O:28])[C:21]=2[C:22]2[CH:27]=[CH:26][CH:25]=[CH:24][CH:23]=2)[OH:18])=[O:14])=[O:10])[CH2:6][CH2:5][CH2:4][CH2:3][CH2:2]1.[C:36](Cl)(=[O:38])[CH3:37].Cl>C(Cl)Cl.C(N(CC)CC)C>[C:36]([O:18][C@H:17]([C:19]1[C:20](=[O:28])[C:21]=1[C:22]1[CH:27]=[CH:26][CH:25]=[CH:24][CH:23]=1)[C@@H:16]([NH:15][C:13](=[O:14])[C@@H:12]([NH:11][C:9]([O:8][CH2:7][CH:1]1[CH2:6][CH2:5][CH2:4][CH2:3][CH2:2]1)=[O:10])[CH2:32][CH:33]([CH3:35])[CH3:34])[CH:29]([CH3:30])[CH3:31])(=[O:38])[CH3:37]. Starting materials: Cl.OC(C[N+](C)(C)C)CC([O-])=O (carnitine hydrochloride), C(=O)(C(F)(F)F)O (CF3COOH), C(C(C)C)C1=CC=C(C=C1)CC(=O)Cl (p-isobutylphenyl acetyl chloride). Reaction conditions: time 4.5 hour. The product is Cl.C(C(C)C)C1=CC=C(C=C1)C(C(O)(CC([O-])=O)C(C)=O)[N+](C)(C)C (p-isobutylphenyl acetyl carnitine hydrochloride). The yield is 65.0%. RXN SMILES: Cl.[OH:2][CH:3]([CH2:9][C:10](=[O:12])[O-:11])[CH2:4][N+:5]([CH3:8])([CH3:7])[CH3:6].[CH2:13]([C:17]1[CH:22]=[CH:21][C:20](CC([Cl:26])=O)=[CH:19][CH:18]=1)[CH:14]([CH3:16])[CH3:15].[C:27](O)([C:29](F)(F)F)=[O:28]>>[ClH:26].[CH2:13]([C:17]1[CH:18]=[CH:19][C:20]([CH:4]([N+:5]([CH3:8])([CH3:6])[CH3:7])[C:3]([C:27](=[O:28])[CH3:29])([CH2:9][C:10](=[O:11])[O-:12])[OH:2])=[CH:21][CH:22]=1)[CH:14]([CH3:16])[CH3:15] |f:0.1,4.5|. Reported procedure: 5.5 g (0.028 moles) of carnitine hydrochloride are dissolved in 9 mls of CF3COOH, and to the solution an excess (20 mls) of p-isobutylphenyl acetyl chloride is added and the mixture is kept under stirring at 40°-45° C. for 4-5 hours. At the end of this period of time the mixture is partitioned with H2O--CHCl3, the organic phase is discarded and the aqueous phase is concentrated at reduced pressure at a bath temperature of about 50° C. A gelatinous raw material is obtained which is crystallized w... The reactants are S1C2=C(C=C1C=O)C=CC=C2 (benzo[b]thiophene-2-carboxaldehyde), triethyl phosphonoacetate, CC[O-].[Na+].CCO (EtONa EtOH). Run in CCO (EtOH). Product: C(C)OC(\C=C\C1=CC2=C(S1)C=CC=C2)=O ((E)-3-(benzo[b]thien-2-yl)-2-propenoic acid ethyl ester). The yield is 113.5%. RXN SMILES: [S:1]1[C:5]([CH:6]=O)=[CH:4][C:3]2[CH:8]=[CH:9][CH:10]=[CH:11][C:2]1=2.[CH3:12][CH2:13][O-:14].[Na+].[CH3:16][CH2:17][OH:18]>CCO>[CH2:13]([O:14][C:17](=[O:18])/[CH:16]=[CH:6]/[C:5]1[S:1][C:2]2[CH:11]=[CH:10][CH:9]=[CH:8][C:3]=2[CH:4]=1)[CH3:12] |f:1.2.3|. Reported procedure: To a solution of benzo[b]thiophene-2-carboxaldehyde (4.40 g, 27.1 mmol) and triethyl phosphonoacetate (16.6 mL, 83.2 mmol) in absolute EtOH (120 mL) was added a solution of EtONa/EtOH (made from 1.92 g of Na and 70 mL of EtOH) at 40° C. with stirring. The mixture was then heated at reflux for 40 min. After cooling to r.t. the mixture was concentrated to remove most of the solvent, mixed with crushed ice (60 mL) and water (60 mL), and was extracted with Et2O (3×450 mL). The combined extracts were... Reactants: FC(C=1C=C(CN2C(C3=C(OCCC2)[N+](=CC=C3C3=CC=CC=C3)[O-])=O)C=C(C1)C(F)(F)F)(F)F (5-[3,5-bis(trifluoromethyl)benzyl]-6-oxo-7-phenyl-2,3,4,5-tetrahydro-6H-pyrido[2,3-b][1,5]oxazocine 10-oxide), P(=O)(Cl)(Cl)Cl (phosphorus oxychloride). The solvent is C(C)(=O)OCC (ethyl acetate). Yields the product FC(C=1C=C(CN2C(C3=C(OCCC2)N=C(C=C3C3=CC=CC=C3)Cl)=O)C=C(C1)C(F)(F)F)(F)F (5-[3,5-bis(trifluoromethyl)benzyl]-9-chloro-6-oxo-7-phenyl-2,3,4,5-tetrahydro-6H-pyrido[2,3-b][1,5]oxazocine). Reaction SMILES: [F:1][C:2]([F:35])([F:34])[C:3]1[CH:4]=[C:5]([CH:27]=[C:28]([C:30]([F:33])([F:32])[F:31])[CH:29]=1)[CH2:6][N:7]1[CH2:14][CH2:13][CH2:12][O:11][C:10]2[N+:15]([O-])=[CH:16][CH:17]=[C:18]([C:19]3[CH:24]=[CH:23][CH:22]=[CH:21][CH:20]=3)[C:9]=2[C:8]1=[O:26].P(Cl)(Cl)([Cl:38])=O>C(OCC)(=O)C>[F:1][C:2]([F:35])([F:34])[C:3]1[CH:4]=[C:5]([CH:27]=[C:28]([C:30]([F:33])([F:32])[F:31])[CH:29]=1)[CH2:6][N:7]1[CH2:14][CH2:13][CH2:12][O:11][C:10]2[N:15]=[C:16]([Cl:38])[CH:17]=[C:18]([C:19]3[CH:24]=[CH:23][CH:22]=[CH:21][CH:20]=3)[C:9]=2[C:8]1=[O:26]. Procedure: 5-[3,5-Bis(trifluoromethyl)benzyl]-6-oxo-7-phenyl-2,3,4,5-tetrahydro-6H-pyrido[2,3-b][1,5]oxazocine 10-oxide (compound of Reference Example 10; 400 mg) was added to phosphorus oxychloride (1.5 mL), and the mixture was refluxed for 1 hour while heated. The solvent was removed by distillation to obtain a residue. To this residue, ethyl acetate was added, and then the resulting crystals were collected. As a result, 5-[3,5-bis(trifluoromethyl)benzyl]-9-chloro-6-oxo-7-phenyl-2,3,4,5-tetrahydro-6H-pyr...